From a dataset of the Open Reaction Database (ORD), a public repository of structured organic reaction records. describe an organic reaction: reactants, conditions, products, and yield The reactants are O=C([O-])[O-], CCOP(=O)(OCC)c1ccc([N+](=O)[O-])cc1, ClCCl, [Na+], [Na+], Cl[Sn]Cl. Yields the product CCOP(=O)(OCC)c1ccc(N)cc1. Reaction SMILES: [C:21](=[O:22])([O-:23])[O-:24].[CH2:1]([CH3:2])[O:3][P:4]([O:5][CH2:6][CH3:7])(=[O:8])[c:9]1[cH:10][cH:11][c:12]([N+:15]([O-:16])=[O:17])[cH:13][cH:14]1.[Cl:27][CH2:28][Cl:29].[Na+:25].[Na+:26].[Sn:18]([Cl:19])[Cl:20]>>[CH2:1]([CH3:2])[O:3][P:4]([O:5][CH2:6][CH3:7])(=[O:8])[c:9]1[cH:10][cH:11][c:12]([NH2:15])[cH:13][cH:14]1.